From a dataset of the Open Reaction Database (ORD), a public repository of structured organic reaction records. describe an organic reaction: reactants, conditions, products, and yield The reactants are CCCCO, CCOC(C)=O, CNC(=O)c1ncccc1Nc1cc(Cl)ncc1C(F)(F)F, Cl, Nc1ccc2c(c1)CC(=O)N2. Yields the product CNC(=O)c1ncccc1Nc1cc(Nc2ccc3c(c2)CC(=O)N3)ncc1C(F)(F)F. As a reaction SMILES: [CH2:34]([OH:35])[CH2:36][CH2:37][CH3:38].[CH3:40][CH2:41][O:42][C:43]([CH3:44])=[O:45].[Cl:1][c:2]1[n:3][cH:4][c:5]([C:19]([F:20])([F:21])[F:22])[c:6]([NH:8][c:9]2[c:10]([C:15](=[O:16])[NH:17][CH3:18])[n:11][cH:12][cH:13][cH:14]2)[cH:7]1.[ClH:39].[NH2:23][c:24]1[cH:25][c:26]2[c:30]([cH:31][cH:32]1)[NH:29][C:28](=[O:33])[CH2:27]2>>[c:2]1([NH:23][c:24]2[cH:25][c:26]3[c:30]([cH:31][cH:32]2)[NH:29][C:28](=[O:33])[CH2:27]3)[n:3][cH:4][c:5]([C:19]([F:20])([F:21])[F:22])[c:6]([NH:8][c:9]2[c:10]([C:15](=[O:16])[NH:17][CH3:18])[n:11][cH:12][cH:13][cH:14]2)[cH:7]1. Product: CCCc1ccc(OCCC(C)C)c2c(=O)cc(-c3nnn[nH]3)oc12. Reaction SMILES: [CH3:1][CH:2]([CH2:3][CH2:4][O:5][c:6]1[cH:7][cH:8][c:9]([CH2:29][CH2:30][CH3:31])[c:10]2[c:11]1[c:12](=[O:28])[cH:13][c:14](-[c:16]1[n:17][n:18][n:19][n:20]1[CH2:21][c:22]1[cH:23][cH:24][cH:25][cH:26][cH:27]1)[o:15]2)[CH3:32].[CH3:35][CH2:36][OH:37].[H:33][H:34]>>[CH3:1][CH:2]([CH2:3][CH2:4][O:5][c:6]1[cH:7][cH:8][c:9]([CH2:29][CH2:30][CH3:31])[c:10]2[c:11]1[c:12](=[O:28])[cH:13][c:14](-[c:16]1[n:17][n:18][n:19][nH:20]1)[o:15]2)[CH3:32]. Reactants: CCCc1ccc(OCCC(C)C)c2c(=O)cc(-c3nnnn3Cc3ccccc3)oc12, CCO, [H][H]. Starting materials: FC(C=1SC=C(N1)C(CBr)=O)(F)F (2-Trifluoromethyl-4-bromoacetylthiazole), CS(=O)C (dimethyl sulphoxide), ice. The product is FC(C=1SC=C(N1)C(C=O)=O)(F)F (2-(2-Trifluoromethyl-thiazol-4-yl)glyoxal). Reaction SMILES: [F:1][C:2]([F:13])([F:12])[C:3]1[S:4][CH:5]=[C:6]([C:8](=[O:11])[CH2:9]Br)[N:7]=1.CS(C)=[O:16]>>[F:1][C:2]([F:13])([F:12])[C:3]1[S:4][CH:5]=[C:6]([C:8](=[O:11])[CH:9]=[O:16])[N:7]=1. Procedure: 3 g (0.011 mol) of 2-Trifluoromethyl-4-bromoacetylthiazole are dissolved in 30 ml of dimethyl sulphoxide and the solution is maintained at room temperature for 70 hours. It is then poured onto 100 g of ice, and the mixture is extracted several times with ether, the organic phase is dried over sodium sulphate and concentrated, and the residue is purified on a silica gel column using toluene/ethyl acetate=7/3 as eluant. The reactants are [H][H] (hydrogen), C(CCC)(=O)OC1=C(C=C2C=C(C(OC2=C1)=O)C(=O)NCC(=O)OCC1=CC=CC=C1)Cl (7-butyryloxy-3-benzyloxycarbonylmethylaminocarbonyl-6-chlorocoumarin), white product, [H][H] (hydrogen), C(C)(=O)O (acetic acid). Reagents/catalysts: [Pd] (palladium on carbon). Solvent: O1CCOCC1 (dioxane). Yields the product C(CCC)(=O)OC1=C(C=C2C=C(C(OC2=C1)=O)C(=O)NCC(=O)O)Cl (7-Butyryloxy-3-carboxymethylaminocarbonyl-6-chlorocoumarin). As a reaction SMILES: [C:1]([O:6][C:7]1[CH:16]=[C:15]2[C:10]([CH:11]=[C:12]([C:18]([NH:20][CH2:21][C:22]([O:24]CC3C=CC=CC=3)=[O:23])=[O:19])[C:13](=[O:17])[O:14]2)=[CH:9][C:8]=1[Cl:32])(=[O:5])[CH2:2][CH2:3][CH3:4].C(O)(=O)C.[H][H]>O1CCOCC1.[Pd]>[C:1]([O:6][C:7]1[CH:16]=[C:15]2[C:10]([CH:11]=[C:12]([C:18]([NH:20][CH2:21][C:22]([OH:24])=[O:23])=[O:19])[C:13](=[O:17])[O:14]2)=[CH:9][C:8]=1[Cl:32])(=[O:5])[CH2:2][CH2:3][CH3:4]. Procedure details: 7-Butyryloxy-3-carboxymethylaminocarbonyl-6-chlorocoumarin was prepared as follows. 920 mg (2 mMol) 7-butyryloxy-3-benzyloxycarbonylmethylaminocarbonyl-6-chlorocoumarin were dissolved in 50 ml dioxane. 100 mg palladium on carbon (10%) and 100 microliters acetic acid were added to the solution and the suspension stirred vigorously in a hydrogen atmosphere at ambient pressure. After the uptake of hydrogen seized the suspension was filtered. The product containing carbon was extracted five times wi... Reactants: C(=C)(C)C1=NC(=CC=C1)C (2-isopropenyl-6-methylpyridine), ClN1C(CCC1=O)=O (N-chlorosuccinimide), C(Cl)(Cl)(Cl)Cl (carbon tetrachloride). Solvent: CCCCCC (n-hexane). Run at time 30 minute. The product is ClCC(=C)C1=NC(=CC=C1)C (2-(1-chloromethylvinyl)-6-methylpyridine). The yield is 33.9%. As a reaction SMILES: [C:1]([C:4]1[CH:9]=[CH:8][CH:7]=[C:6]([CH3:10])[N:5]=1)([CH3:3])=[CH2:2].[Cl:11]N1C(=O)CCC1=O.C(Cl)(Cl)(Cl)Cl>CCCCCC>[Cl:11][CH2:2][C:1]([C:4]1[CH:9]=[CH:8][CH:7]=[C:6]([CH3:10])[N:5]=1)=[CH2:3]. Procedure: A mixture of 4.7 g of 2-isopropenyl-6-methylpyridine, 4.7 g of N-chlorosuccinimide and 10 ml of carbon tetrachloride was stirred at 150° to 160° C. for 30 minutes. After the reaction mixture was cooled to room temperature, n-hexane was added thereto to remove the insoluble matter through filtration. After distilling off the solvent, the residue was purified by silica gel column chromatography (eluted with n-hexane-ethyl acetate 20:1). to obtain 2.0 g of the objective compound. Reactants: ClC=1C=CC(=C(C1)N1CCCCC1)[N+](=O)[O-] (1-(5-Chloro-2-nitro-phenyl)-piperidine), CC[O-].[Na+] (NaOEt), CCO (EtOH), resultant solution. The solvent is CN(C)C=O (DMF), CCOC(=O)C (EtOAc). Yields the product C(C)OC=1C=CC(=C(C1)N1CCCCC1)[N+](=O)[O-] (1-(5-Ethoxy-2-nitro-phenyl)-piperidine). Yield: 54.0%. As a reaction SMILES: Cl[C:2]1[CH:3]=[CH:4][C:5]([N+:14]([O-:16])=[O:15])=[C:6]([N:8]2[CH2:13][CH2:12][CH2:11][CH2:10][CH2:9]2)[CH:7]=1.[CH3:17][CH2:18][O-:19].[Na+].CCO>CN(C=O)C.CCOC(C)=O>[CH2:18]([O:19][C:2]1[CH:3]=[CH:4][C:5]([N+:14]([O-:16])=[O:15])=[C:6]([N:8]2[CH2:13][CH2:12][CH2:11][CH2:10][CH2:9]2)[CH:7]=1)[CH3:17] |f:1.2|. Procedure details: To 1-(5-chloro-2-nitro-phenyl)-piperidine (197 mg, 0.810 mmol, as prepared in Example 3, step (a)) in 1.5 mL of DMF was added 4 mL of 0.5 M NaOEt in EtOH (1.94 mmol). The resultant solution was heated at 90° C. for 24 h. The reaction was diluted with EtOAc (50 mL) and washed with water (50 mL), dried (Na2SO4) and concentrated in vacuo. Purification by preparative tic (20% EtOAc-hexane) gave 110 mg (54%) of the title compound. Mass spectrum (ESI, m/z): Calcd. for C13H18N2O3, 251.1 (M+H), found 25...